This data is from the Open Reaction Database (ORD), a public repository of structured organic reaction records. The task is: describe an organic reaction: reactants, conditions, products, and yield Starting materials: Cc1ncc(C(=O)NN)s1, S=C=NC1CC2C=CC1C2. Product: Cc1ncc(C(=O)NNC(=S)NC2CC3C=CC2C3)s1. RXN SMILES: [CH3:11][c:12]1[s:13][c:14]([C:17](=[O:18])[NH:19][NH2:20])[cH:15][n:16]1.[CH:1]12[CH:2]([N:8]=[C:9]=[S:10])[CH2:3][CH:4]([CH:5]=[CH:6]1)[CH2:7]2>>[CH:1]12[CH:2]([NH:8][C:9](=[S:10])[NH:20][NH:19][C:17]([c:14]3[s:13][c:12]([CH3:11])[n:16][cH:15]3)=[O:18])[CH2:3][CH:4]([CH:5]=[CH:6]1)[CH2:7]2. The reactants are C(C1=CC=CC=C1)OC1=C(CC(=O)N(CC)C2=CC=C(C(=O)OCC)C=C2)C=CC=C1 (Ethyl 4-[N-(2-benzyloxybenzylcarbonyl)-N-ethylamino]benzoate), Cl (Hydrochloric acid). Solvent: C1CCOC1 (THF). Product: C(C1=CC=CC=C1)OC1=C(C=CC=C1)CCN(CC)C1=CC=C(C(=O)OCC)C=C1 (ethyl 4-[N-(2-(2-benzyloxyphenyl)ethyl)-N-ethylamino]benzoate). Yield: 23.0%. RXN SMILES: [CH2:1]([O:8][C:9]1[CH:31]=[CH:30][CH:29]=[CH:28][C:10]=1[CH2:11][C:12]([N:14]([C:17]1[CH:27]=[CH:26][C:20]([C:21]([O:23][CH2:24][CH3:25])=[O:22])=[CH:19][CH:18]=1)[CH2:15][CH3:16])=O)[C:2]1[CH:7]=[CH:6][CH:5]=[CH:4][CH:3]=1.Cl>C1COCC1>[CH2:1]([O:8][C:9]1[CH:31]=[CH:30][CH:29]=[CH:28][C:10]=1[CH2:11][CH2:12][N:14]([C:17]1[CH:18]=[CH:19][C:20]([C:21]([O:23][CH2:24][CH3:25])=[O:22])=[CH:26][CH:27]=1)[CH2:15][CH3:16])[C:2]1[CH:3]=[CH:4][CH:5]=[CH:6][CH:7]=1. Reported procedure: Ethyl 4-[N-(2-benzyloxybenzylcarbonyl)-N-ethylamino]benzoate (8.1 g) was dissolved in THF (20 ml) and 1M borane tetrahydrofuran complex added. The reaction mixture was heated at reflux for 1 hour and cooled. 2N Hydrochloric acid (20 ml) was added. The volume of the reaction mixture was reduced to half the original by evaporation. Water (100 ml) was added and made basic (pH 8) by the addition of solid potassium carbonate and the mixture extracted with diethyl ether (3×30 ml). The combined extract...